From a dataset of the Open Reaction Database (ORD), a public repository of structured organic reaction records. describe an organic reaction: reactants, conditions, products, and yield RXN SMILES: [Br-:9].[Br:1][C:2]1=[C:6]([CH3:7])[CH2:5][CH2:4][CH:3]1[OH:8].[CH2:10]([CH3:11])[Mg+:12].[CH2:13]1[O:14][CH2:15][CH2:16][CH2:17]1.[Ni:18]([Cl:19])[Cl:20].[c:21]1([P:22]([c:23]2[cH:24][cH:25][cH:26][cH:27][cH:28]2)[CH2:29][CH2:30][CH2:31][P:32]([c:33]2[cH:34][cH:35][cH:36][cH:37][cH:38]2)[c:39]2[cH:40][cH:41][cH:42][cH:43][cH:44]2)[cH:45][cH:46][cH:47][cH:48][cH:49]1>>[C:2]1([CH2:10][CH3:11])=[C:6]([CH3:7])[CH2:5][CH2:4][CH:3]1[OH:8]. The product is CCC1=C(C)CCC1O. The reactants are [Br-], CC1=C(Br)C(O)CC1, CC[Mg+], C1CCOC1, Cl[Ni]Cl, c1ccc(P(CCCP(c2ccccc2)c2ccccc2)c2ccccc2)cc1. Starting materials: FC(C=1C=C2C(=CC=3N(C2=CC1)C=NN3)C3=C(C=CC=C3)Cl)(F)F (7-(trifluoromethyl)-5-(o-chlorophenyl)-s-triazolo[4,3-a]quinoline), I(=O)(=O)(=O)[O-].[Na+] (sodium periodate). Reagents/catalysts: [Ru](=O)=O (ruthenium dioxide). Product: FC(C=1C=CC(=C(C(=O)C2=C(C=CC=C2)Cl)C1)N1C(=NN=C1)C)(F)F (5-(trifluoromethyl)-2'-chloro-2-(3-methyl-4H-1,2,4-triazol-4-yl)benzophenone). Reaction SMILES: [F:1][C:2]([F:24])([F:23])[C:3]1[CH:4]=[C:5]2[C:10](=[CH:11][CH:12]=1)[N:9]1[CH:13]=[N:14][N:15]=[C:8]1[CH:7]=[C:6]2[C:16]1[CH:21]=[CH:20][CH:19]=[CH:18][C:17]=1[Cl:22].I([O-])(=O)(=O)=[O:26].[Na+]>[Ru](=O)=O>[F:1][C:2]([F:24])([F:23])[C:3]1[CH:12]=[CH:11][C:10]([N:9]2[CH:13]=[N:14][N:15]=[C:8]2[CH3:7])=[C:5]([CH:4]=1)[C:6]([C:16]1[CH:21]=[CH:20][CH:19]=[CH:18][C:17]=1[Cl:22])=[O:26] |f:1.2|. Procedure details: In the manner given in Example 3, 7-(trifluoromethyl)-5-(o-chlorophenyl)-s-triazolo[4,3-a]quinoline is oxidized at low temperature with sodium periodate and ruthenium dioxide to give 5-(trifluoromethyl)-2'-chloro-2-(3-methyl-4H-1,2,4-triazol-4-yl)benzophenone. Procedure details: 5-Amino-3-acetoxymethyl-N-(2,3-dihydroxypropyl)-2,4,6-triiodobenzamide (2.13 g, 3.23 mmol) was dissolved in pyridine (12 ml). Acetic anhydride (10 ml) was added dropwise with efficient stirring. Stirring was continued at ambient temperature for 10 h. The reaction mixture was then evaporated to a solid residue, which was taken up in chloroform (70 ml). The organic phase was washed with aqueous hydrochloric acid (1M) until pH=2, then twice with water (40 ml) and last with a saturated solution of s... Starting materials: C(C)(=O)OC(C)=O (Acetic anhydride), NC=1C(=C(C(=C(C(=O)NCC(CO)O)C1I)I)COC(C)=O)I (5-Amino-3-acetoxymethyl-N-(2,3-dihydroxypropyl)-2,4,6-triiodobenzamide), C(Cl)Cl.C(C)(=O)OCC (methylene chloride ethyl acetate). The solvent is N1=CC=CC=C1 (pyridine). As a reaction SMILES: [NH2:1][C:2]1[C:3]([I:23])=[C:4]([CH2:18][O:19][C:20](=[O:22])[CH3:21])[C:5]([I:17])=[C:6]([C:15]=1[I:16])[C:7]([NH:9][CH2:10][CH:11]([OH:14])[CH2:12][OH:13])=[O:8].[C:24](OC(=O)C)(=[O:26])[CH3:25].C(Cl)Cl.[C:34](OCC)(=[O:36])[CH3:35]>N1C=CC=CC=1>[NH2:1][C:2]1[C:3]([I:23])=[C:4]([CH2:18][O:19][C:20](=[O:22])[CH3:21])[C:5]([I:17])=[C:6]([C:15]=1[I:16])[C:7]([NH:9][CH2:10][CH:11]([O:14][C:34](=[O:36])[CH3:35])[CH2:12][O:13][C:24](=[O:26])[CH3:25])=[O:8] |f:2.3|. Conditions: time 10 hour. The product is NC=1C(=C(C(=C(C(=O)NCC(COC(C)=O)OC(C)=O)C1I)I)COC(C)=O)I (5-Amino-3-acetoxymethyl-N-(2,3-diacetoxypropyl)-2,4,6-triiodobenzamide).